Dataset: the Open Reaction Database (ORD), a public repository of structured organic reaction records. Task: describe an organic reaction: reactants, conditions, products, and yield Starting materials: NC1=NC(=C(C(=N1)N)N)OCC1=CC=CC=C1 (2,4,5-Triamino-6-benzyloxypyrimidine), 1,11-carbonyldiimidazole, CN(C=O)C (N,N-dimethylformamide), O (water). Reaction conditions: time 8 hour. Yields the product C1=CC=C(C=C1)COC2=NC(=NC3=C2NC(=O)N3)N (O6 -Benzyl-8-oxoguanine). RXN SMILES: [NH2:1][C:2]1[N:7]=[C:6]([NH2:8])[C:5]([NH2:9])=[C:4]([O:10][CH2:11][C:12]2[CH:17]=[CH:16][CH:15]=[CH:14][CH:13]=2)[N:3]=1.O.CN(C)[CH:21]=[O:22]>>[CH:15]1[CH:14]=[CH:13][C:12]([CH2:11][O:10][C:4]2[C:5]3[NH:9][C:21]([NH:8][C:6]=3[N:7]=[C:2]([NH2:1])[N:3]=2)=[O:22])=[CH:17][CH:16]=1. Reported procedure: 2,4,5-Triamino-6-benzyloxypyrimidine (Pfleiderer et al., Chem. Ber., 94, 12-18 (1961)) (1.85 g, 8 mmol) and 1,11-carbonyldiimidazole (1.30 g, 8 mmol) were dissolved in anhydrous N,N-dimethylformamide (5 mL) under argon. The solution was stirred at room temperature overnight and was mixed with water (200 mL) to precipitate a white solid. The solid was collected by filtration, and dissolved in 250 mL of aqueous 2 N NaOH solution. Undissolved material was removed by filtration, and the filtrate was... Starting materials: Cl (hydrogen chloride), C1(=CC=CC=C1)C1=CC=NN1CC(=O)OCC (ethyl 5-phenyl-1H-pyrazole-1-acetate), C(C)N(CCCN)CC (3-(diethylamino)propanamine). Solvent: CCOCC (ether), CN(C)C=O (DMF), C(C)O (ethanol). Product: Cl.C(C)N(CCCNC(CN1N=CC=C1C1=CC=CC=C1)=O)CC (N-[3-(diethylamino)propyl]-5-phenyl-1H-pyrazole-1-acetamide hydrochloride), hydrochloride salt. RXN SMILES: [C:1]1([C:7]2[N:11]([CH2:12][C:13]([O:15]CC)=O)[N:10]=[CH:9][CH:8]=2)[CH:6]=[CH:5][CH:4]=[CH:3][CH:2]=1.[CH2:18]([N:20]([CH2:25][CH3:26])[CH2:21][CH2:22][CH2:23][NH2:24])[CH3:19].[ClH:27]>CN(C=O)C.C(O)C.CCOCC>[ClH:27].[CH2:18]([N:20]([CH2:25][CH3:26])[CH2:21][CH2:22][CH2:23][NH:24][C:13](=[O:15])[CH2:12][N:11]1[C:7]([C:1]2[CH:2]=[CH:3][CH:4]=[CH:5][CH:6]=2)=[CH:8][CH:9]=[N:10]1)[CH3:19] |f:6.7|. Procedure details: By procedure analogous to that of example 4, but omitting the DMF solvent, the free base of N-[3-(diethylamino)propyl]-5-phenyl-1H-pyrazole-1-acetamide hydrochloride was prepared from 1.0g 4.3 mmol) of ethyl 5-phenyl-1H-pyrazole-1-acetate and 3-(diethylamino)propanamine. The hydrochloride salt was prepared by dissolving the free base (an oil) in ethanol, adding a solution of hydrogen chloride in anhydrous ether, and recrystallizing the resulting solid from ethanol-ether. Upon drying, the white, ... The reactants are O (water), CC1=CC=C2C(=NNC2=C1)C=1N=C2C(=NC1)NC=C2C(=O)O (2-(6-methyl-1H-indazol-3-yl)-5H-pyrrolo[2,3-b]pyrazine-7-carboxylic acid), CCN=C=NCCCN(C)C (EDCI), NC1(CC1)CO ((1-aminocyclopropyl)methanol). The reagents and catalysts are CN(C)C=1C=CN=CC1 (DMAP). Run in CN(C)C=O (DMF). Reaction conditions: time 16 hour. Product: OCC1(CC1)NC(=O)C1=CNC2=NC=C(N=C21)C2=NNC1=CC(=CC=C21)C (N-(1-(hydroxymethyl)cyclopropyl)-2-(6-methyl-1H-indazol-3-yl)-5H-pyrrolo[2,3-b]pyrazine-7-carboxamide). Isolated yield 8.1%. As a reaction SMILES: [CH3:1][C:2]1[CH:10]=[C:9]2[C:5]([C:6]([C:11]3[N:12]=[C:13]4[C:19]([C:20](O)=[O:21])=[CH:18][NH:17][C:14]4=[N:15][CH:16]=3)=[N:7][NH:8]2)=[CH:4][CH:3]=1.CCN=C=NCCCN(C)C.[NH2:34][C:35]1([CH2:38][OH:39])[CH2:37][CH2:36]1.O>CN(C1C=CN=CC=1)C.CN(C=O)C>[OH:39][CH2:38][C:35]1([NH:34][C:20]([C:19]2[C:13]3[C:14](=[N:15][CH:16]=[C:11]([C:6]4[C:5]5[C:9](=[CH:10][C:2]([CH3:1])=[CH:3][CH:4]=5)[NH:8][N:7]=4)[N:12]=3)[NH:17][CH:18]=2)=[O:21])[CH2:37][CH2:36]1. Reported procedure: To a stirred solution of 2-(6-methyl-1H-indazol-3-yl)-5H-pyrrolo[2,3-b]pyrazine-7-carboxylic acid (100 mg, 0.34 mmol), EDCI (123 mg, 0.64 mmol) and DMAP (110 mg, 0.90 mmol) in 6 mL of DMF was added (1-aminocyclopropyl)methanol (59 mg, 0.68 mmol) in one portion at room temperature, then the mixture was stirred for 16 hours. The reaction mixture was poured into 40 mL of water, filtered and the filter cake was purified by preparative-HPLC (Gemini 5u C18 150×21.2 mm; inject volume: 3 mL/inj, flow ra... Reactants: CCS(=O)(=O)Cl, CC1(c2cccc(N)c2)C2CN(CCCC3CCCCC3)CC21, ClCCl, c1ccncc1. Product: CCS(=O)(=O)Nc1cccc(C2(C)C3CN(CCCC4CCCCC4)CC32)c1. Reaction SMILES: [CH2:30]([CH3:31])[S:32](=[O:33])(=[O:34])[Cl:35].[CH:1]1([CH2:7][CH2:8][CH2:9][N:10]2[CH2:11][CH:12]3[C:13]([CH3:16])([c:17]4[cH:18][c:19]([NH2:23])[cH:20][cH:21][cH:22]4)[CH:14]3[CH2:15]2)[CH2:2][CH2:3][CH2:4][CH2:5][CH2:6]1.[Cl:36][CH2:37][Cl:38].[cH:24]1[cH:25][cH:26][n:27][cH:28][cH:29]1>>[CH:1]1([CH2:7][CH2:8][CH2:9][N:10]2[CH2:11][CH:12]3[C:13]([CH3:16])([c:17]4[cH:18][c:19]([NH:23][S:32]([CH2:30][CH3:31])(=[O:33])=[O:34])[cH:20][cH:21][cH:22]4)[CH:14]3[CH2:15]2)[CH2:2][CH2:3][CH2:4][CH2:5][CH2:6]1. Reaction conditions: temperature 50 celsius. Reported procedure: 3,5-Dichloropyridine-4-carboxylic acid (0.5 g, 2.6 mmol; Reference Example 1) was dissolved in CH2Cl2 (1.75 mL) and DMF (50 μL). Thionyl chloride (0.21 mL, 2.86 mL) was added and the reaction mixture was heated at 50° C. for 20 h. The residue was concentrated in vacuo. The formation of the acid chloride was observed by TLC (50% EtOAc/hexane) and the crude 3,5-dichloropyridine-4-carboxylic acid chloride was used in Step E without further purification. Solvent: C(Cl)Cl (CH2Cl2), CN(C)C=O (DMF). As a reaction SMILES: [Cl:1][C:2]1[CH:3]=[N:4][CH:5]=[C:6]([Cl:11])[C:7]=1[C:8](O)=[O:9].S(Cl)([Cl:14])=O>C(Cl)Cl.CN(C=O)C>[Cl:1][C:2]1[CH:3]=[N:4][CH:5]=[C:6]([Cl:11])[C:7]=1[C:8]([Cl:14])=[O:9]. Product: ClC=1C=NC=C(C1C(=O)Cl)Cl (3,5-Dichloropyridine-4-carboxylic acid chloride). Starting materials: ClC=1C=NC=C(C1C(=O)O)Cl (3,5-Dichloropyridine-4-carboxylic acid), S(=O)(Cl)Cl (Thionyl chloride). Reactants: C[Si](OC=1C=CC(=NC1)C1=CC=C(C=C1)Br)(C)C (5-trimethylsilyloxy-2-(4-bromophenyl)pyridine), C(CCC=C)O (4-penten-1-ol), C([O-])(O)=O.[Na+] (sodium bicarbonate). The reagents and catalysts are C(C)(=O)[O-].[Pd+2].C(C)(=O)[O-] (palladium(II) acetate), C1(=CC=CC=C1)P(C1=CC=CC=C1)C1=CC=CC=C1 (triphenylphosphine). Run in CN1C(CCC1)=O (N-methylpyrrolidone). The product is C[Si](OC=1C=CC(=NC1)C1=CC=C(C=C1)C=CCCCO)(C)C (5-trimethylsilyloxy-2-(4-[5-hydroxy-1-pentenyl]phenyl)pyridine). Isolated yield 88.6%. RXN SMILES: [CH3:1][Si:2]([CH3:18])([CH3:17])[O:3][C:4]1[CH:5]=[CH:6][C:7]([C:10]2[CH:15]=[CH:14][C:13](Br)=[CH:12][CH:11]=2)=[N:8][CH:9]=1.[CH2:19]([OH:24])[CH2:20][CH2:21][CH:22]=[CH2:23].C(=O)(O)[O-].[Na+]>C([O-])(=O)C.[Pd+2].C([O-])(=O)C.C1(P(C2C=CC=CC=2)C2C=CC=CC=2)C=CC=CC=1.CN1CCCC1=O>[CH3:1][Si:2]([CH3:18])([CH3:17])[O:3][C:4]1[CH:5]=[CH:6][C:7]([C:10]2[CH:15]=[CH:14][C:13]([CH:23]=[CH:22][CH2:21][CH2:20][CH2:19][OH:24])=[CH:12][CH:11]=2)=[N:8][CH:9]=1 |f:2.3,4.5.6|. Procedure: 6.0 g of 5-trimethylsilyloxy-2-(4-bromophenyl)pyridine, 2.5 g of 4-penten-1-ol, 4 g of sodium bicarbonate solution, 20 ml of N-methylpyrrolidone, 0.03 g of palladium(II) acetate and 0.11 g of triphenylphosphine were reacted in an analogous manner to Example 1(b) to give 5.4 g of 5-trimethylsilyloxy-2-(4-[5-hydroxy-1-pentenyl]phenyl)pyridine. Starting materials: C(CCCCCCC\C=C/CCCCCCCC)(=O)OC (methyl oleate), C=C (ethylene). The product is C=CCCCCCCCC (1-decene), C(CCCCCCCC=C)(=O)OC (methyl 9-decen-1-oate). RXN SMILES: [C:1]([O:20][CH3:21])(=[O:19])[CH2:2][CH2:3][CH2:4][CH2:5][CH2:6][CH2:7][CH2:8]/[CH:9]=[CH:10]\CCCCCCCC.C=C>>[CH2:1]=[CH:2][CH2:3][CH2:4][CH2:5][CH2:6][CH2:7][CH2:8][CH2:9][CH3:10].[C:1]([O:20][CH3:21])(=[O:19])[CH2:2][CH2:3][CH2:4][CH2:5][CH2:6][CH2:7][CH2:8][CH:9]=[CH2:10]. Procedure: A process according to claim 17 wherein methyl oleate is reacted with ethylene to produce 1-decene and methyl 9-decen-1-oate.